From a dataset of the Open Reaction Database (ORD), a public repository of structured organic reaction records. describe an organic reaction: reactants, conditions, products, and yield The reactants are [BH3-]C#N, CC(=O)O, COC(=O)C(N)COCc1ccccc1, CO, CCOC(C)=O, O=Cc1ccc(F)cc1, [Na+]. Product: COC(=O)C(COCc1ccccc1)NCc1ccc(F)cc1. RXN SMILES: [C:29]([BH3-:30])#[N:31].[CH3:16][C:17](=[O:18])[OH:19].[CH3:1][O:2][C:3]([CH:4]([CH2:5][O:6][CH2:7][c:8]1[cH:9][cH:10][cH:11][cH:12][cH:13]1)[NH2:14])=[O:15].[CH3:33][OH:34].[CH3:35][CH2:36][O:37][C:38](=[O:39])[CH3:40].[F:20][c:21]1[cH:22][cH:23][c:24]([CH:25]=[O:26])[cH:27][cH:28]1.[Na+:32]>>[CH3:1][O:2][C:3]([CH:4]([CH2:5][O:6][CH2:7][c:8]1[cH:9][cH:10][cH:11][cH:12][cH:13]1)[NH:14][CH2:25][c:24]1[cH:23][cH:22][c:21]([F:20])[cH:28][cH:27]1)=[O:15]. Starting materials: C(C)(C)(C)OC(=O)N1CC(C(C1)O)N1CCN(CC1)C(C1=CC=C(C=C1)Cl)=O (3-[4-(4-Chloro-benzoyl)-piperazin-1-yl]-4-hydroxy-pyrrolidine-1-carboxylic acid tert-butyl ester), Cl.O1CCOCC1 (HCl dioxane). Run in C(Cl)Cl (CH2Cl2), CCOCC (ether). Conditions: time 4 hour. Product: ClC1=CC=C(C=C1)C(=O)N1CCN(CC1)C1CNCC1O ((4-Chloro-phenyl)-[4-(4-hydroxy-pyrrolidin-3-yl)-piperazin-1-yl]-methanone). Isolated yield 99.0%. As a reaction SMILES: C(OC([N:8]1[CH2:12][CH:11]([OH:13])[CH:10]([N:14]2[CH2:19][CH2:18][N:17]([C:20](=[O:28])[C:21]3[CH:26]=[CH:25][C:24]([Cl:27])=[CH:23][CH:22]=3)[CH2:16][CH2:15]2)[CH2:9]1)=O)(C)(C)C.Cl.O1CCOCC1>C(Cl)Cl.CCOCC>[Cl:27][C:24]1[CH:25]=[CH:26][C:21]([C:20]([N:17]2[CH2:18][CH2:19][N:14]([CH:10]3[CH:11]([OH:13])[CH2:12][NH:8][CH2:9]3)[CH2:15][CH2:16]2)=[O:28])=[CH:22][CH:23]=1 |f:1.2|. Procedure details: 3-[4-(4-Chloro-benzoyl)-piperazin-1-yl]-4-hydroxy-pyrrolidine-1-carboxylic acid tert-butyl ester was dissolved in CH2Cl2. 4M HCl/dioxane (150 mL) was added. The mixture was stirred at RT for 4 h. White precipitate was formed. The mixture was diluted with ether, filtered. The white solid was washed with ether and dried to give desired product (99% yield). 1H-NMR (300 MHz, DMSO, HCl salt): δ 3.0-4.0 (m, 12H), 4.85 (m, 2H), 7.25 (d, 2H), 7.54 (d, 2H) Retention Time (LC method: formic acid polar): 1... The reactants are CCOC(=O)C(F)P(=O)(OCC)OCC (triethyl-2-fluoro-2-phosphonoacetate), C(C)OC1=C(C=C2C(=CC(OC2=C1)(C)C)C)C(CC)=O (1-(7-ethoxy-4-methyl-2,2-dimethyl-2H-chromen-6-yl)-propan-1-one), C(C)OC1=C(C=C2C(=CC(OC2=C1)(C)C)C)C(CC)=O (1-(7-ethoxy-4-methyl-2,2-dimethyl-2H-chromen-6-yl)-propan-1-one). The product is C(C)OC1=C(C=C2C(=CC(OC2=C1)(C)C)C)/C(=C(\C(=O)OCC)/F)/CC (Ethyl (2E)-3-(7-ethoxy-2,2,4-trimethyl-2H-chromen-6-yl)-2-fluoro-pent-2-enoate). RXN SMILES: [CH3:1][CH2:2][O:3][C:4]([CH:6](P(OCC)(OCC)=O)[F:7])=[O:5].[CH2:16]([O:18][C:19]1[CH:28]=[C:27]2[C:22]([C:23]([CH3:31])=[CH:24][C:25]([CH3:30])([CH3:29])[O:26]2)=[CH:21][C:20]=1[C:32](=O)[CH2:33][CH3:34])[CH3:17]>>[CH2:16]([O:18][C:19]1[CH:28]=[C:27]2[C:22]([C:23]([CH3:31])=[CH:24][C:25]([CH3:30])([CH3:29])[O:26]2)=[CH:21][C:20]=1/[C:32](/[CH2:33][CH3:34])=[C:6](/[F:7])\[C:4]([O:3][CH2:2][CH3:1])=[O:5])[CH3:17]. Reported procedure: Following General Procedure K, triethyl-2-fluoro-2-phosphonoacetate (993 mg, 4.11 mmol) and 1-(7-ethoxy-4-methyl-2,2-dimethyl-2H-chromen-6-yl)-propan-1-one (Compound 60, 225 mg, 0.82 mmol) were reacted to give the title compound as a colorless oil after purification by flash chromatography (silica gel, 5% ethyl acetate in hexanes). Starting materials: S(=O)([O-])[O-].[Na+].[Na+] (sodium sulfite), C(C)OC(=O)C1(CC(CCC1)C(=O)OCC)CC=C (1-Allyl-cyclohexane-1,3-dicarboxylic acid diethyl ester), C([O-])([O-])=O.[K+].[K+] (potassium carbonate), potassium osmate dihydrate, N12CCC(CC1)CC2 (quinuclidine), C(C)(C)(C)O (t-butanol). The reagents and catalysts are [Fe-3](C#N)(C#N)(C#N)(C#N)(C#N)C#N.[K+].[K+].[K+] (potassium ferricyanide). Run in O (water). Conditions: time 8 hour. Product: C(C)OC(=O)C1(CC(CCC1)C(=O)OCC)CC(CO)O (1-(2,3-dihydroxy-propyl)-cyclohexane-1,3-dicarboxylic acid diethyl ester). Reaction SMILES: [CH2:1]([O:3][C:4]([C:6]1(CC=C)[CH2:11][CH2:10][CH2:9][CH:8]([C:12]([O:14][CH2:15][CH3:16])=[O:13])[CH2:7]1)=[O:5])[CH3:2].C(=O)([O-])[O-:21].[K+].[K+].N12CCC(CC1)CC2.S([O-])([O-])=O.[Na+].[Na+].[C:40]([OH:44])(C)([CH3:42])[CH3:41]>O.[Fe-3](C#N)(C#N)(C#N)(C#N)(C#N)C#N.[K+].[K+].[K+]>[CH2:1]([O:3][C:4]([C:6]1([CH2:41][CH:40]([OH:44])[CH2:42][OH:21])[CH2:11][CH2:10][CH2:9][CH:8]([C:12]([O:14][CH2:15][CH3:16])=[O:13])[CH2:7]1)=[O:5])[CH3:2] |f:1.2.3,5.6.7,10.11.12.13|. Procedure: To a solution of 1-allyl-cyclohexane-1,3-dicarboxylic acid diethyl ester from step 2 (250 g, 0.93 mol) in t-butanol (2.3 L) and water (2.3 L) was added potassium ferricyanide (920 g, 2.79 mol), potassium carbonate (386 g, 2.79 mol), potassium osmate dihydrate (4.75 g, 13 mmol) and quinuclidine (0.073 g, 7.0 mmol). The resulting dark colored solution was stirred at rt overnight and then quenched with portion-wise addition of sodium sulfite (1.05 kg, 8.37 mol). After dilution with ethyl acetate, i... Reactants: C[O-].[Na+] (sodium methoxide), [Cl-].NC1=[N+](C=CC=C1)CSC1=C(C=CC=C1)Br (2-amino-1-[[(o-bromophenyl)thio]methyl]pyridinium chloride). Solvent: CO (methanol). Product: BrC1=C(C=CC=C1)SCN1C(C=CC=C1)=N (1-[(o-bromophenylthio)methyl]-2-iminopyridine). As a reaction SMILES: C[O-].[Na+].[Cl-].[NH2:5][C:6]1[CH:11]=[CH:10][CH:9]=[CH:8][N+:7]=1[CH2:12][S:13][C:14]1[CH:19]=[CH:18][CH:17]=[CH:16][C:15]=1[Br:20]>CO>[Br:20][C:15]1[CH:16]=[CH:17][CH:18]=[CH:19][C:14]=1[S:13][CH2:12][N:7]1[CH:8]=[CH:9][CH:10]=[CH:11][C:6]1=[NH:5] |f:0.1,2.3|. Procedure details: To a solution of 5.4 g of sodium methoxide in 400 ml of methanol is added 33.2 g of 2-amino-1-[[(o-bromophenyl)thio]methyl]pyridinium chloride, and the mixture is stirred and heated under reflux for about 5 hours, and filtered while hot. The filtrate is concentrated in vacuo to dryness to give 1-[(o-bromophenylthio)methyl]-2-iminopyridine as a pale yellow crystalline solid after recrystallization from cyclohexane.